From a dataset of the Open Reaction Database (ORD), a public repository of structured organic reaction records. describe an organic reaction: reactants, conditions, products, and yield Starting materials: OC1=C(C=NC2=C(C=CC=C12)C(F)(F)F)C(=O)Cl (4-hydroxy- 8-trifluoromethyl-3-quinoline carboxylic acid chloride), NC1=NC=CC=C1 (2-amino-pyridine). Yields the product N1=C(C=CC=C1)NC(=O)C=1C=NC2=C(C=CC=C2C1O)C(F)(F)F (N-[2-pyridinyl]-4 -hydroxy-8-trifluoromethyl-3-quinoline-carboxamide). As a reaction SMILES: [OH:1][C:2]1[C:11]2[C:6](=[C:7]([C:12]([F:15])([F:14])[F:13])[CH:8]=[CH:9][CH:10]=2)[N:5]=[CH:4][C:3]=1[C:16](Cl)=[O:17].[NH2:19][C:20]1[CH:25]=[CH:24][CH:23]=[CH:22][N:21]=1>>[N:21]1[CH:22]=[CH:23][CH:24]=[CH:25][C:20]=1[NH:19][C:16]([C:3]1[CH:4]=[N:5][C:6]2[C:11]([C:2]=1[OH:1])=[CH:10][CH:9]=[CH:8][C:7]=2[C:12]([F:15])([F:14])[F:13])=[O:17]. Procedure: Using the procedure of Step B of Example 1, 4-hydroxy- 8-trifluoromethyl-3-quinoline carboxylic acid chloride and 2-amino-pyridine were reacted to obtain N-[2-pyridinyl]-4 -hydroxy-8-trifluoromethyl-3-quinoline-carboxamide melting at 335°-336° C.